Dataset: the Open Reaction Database (ORD), a public repository of structured organic reaction records. Task: describe an organic reaction: reactants, conditions, products, and yield The reactants are C(C)OC(C1=NN(C(=N1)C)CC)OCC (3-(diethoxymethyl)-1-ethyl-5-methyl-1H-1,2,4-triazole), Cl (HCl). Run in O (H2O). Reaction conditions: time 24 hour. Product: C(C)N1N=C(N=C1C)C=O (1-ethyl-5-methyl-1H-[1,2,4]triazole-3-carbaldehyde). The yield is 26.4%. Reaction SMILES: C([O:3][CH:4](OCC)[C:5]1[N:9]=[C:8]([CH3:10])[N:7]([CH2:11][CH3:12])[N:6]=1)C.Cl>O>[CH2:11]([N:7]1[C:8]([CH3:10])=[N:9][C:5]([CH:4]=[O:3])=[N:6]1)[CH3:12]. Procedure: A mixture of 3-(diethoxymethyl)-1-ethyl-5-methyl-1H-[1,2,4]triazole from step 1 (56.86 g, 0.267 mol) and H2O (300 mL) was treated slowly with 35% aqueous HCl (55.61 g, 0.534 mol), and the reaction was stirred at room temperature for 24 h. The mixture was washed with DCM (2×200 mL). The aqueous phase was basified to pH 13 with NaOH, and washed with DCM (3×200 mL). The combined DCM extracts were discarded. The aqueous phase was neutralized to pH 7 with HCl, and extracted with DCM (3×200 mL). The o... The reactants are CCc1cnn(C)c1-c1csc(C(=O)OC)c1, CN(C)C=O, O=C1CCC(=O)N1Cl. Yields the product CCc1c(Cl)nn(C)c1-c1csc(C(=O)OC)c1. RXN SMILES: [CH2:1]([CH3:2])[c:3]1[cH:4][n:5][n:6]([CH3:17])[c:7]1-[c:8]1[cH:9][c:10]([C:13](=[O:14])[O:15][CH3:16])[s:11][cH:12]1.[CH3:26][N:27]([CH3:28])[CH:29]=[O:30].[Cl:18][N:19]1[C:20](=[O:21])[CH2:22][CH2:23][C:24]1=[O:25]>>[CH2:1]([CH3:2])[c:3]1[c:4]([Cl:18])[n:5][n:6]([CH3:17])[c:7]1-[c:8]1[cH:9][c:10]([C:13](=[O:14])[O:15][CH3:16])[s:11][cH:12]1. The reactants are COC(=O)C(CCSC)N1Cc2c(cccc2C(F)(F)F)C1=O, [Li+], C1CCOC1, [OH-], O, O. Yields the product CSCCC(C(=O)O)N1Cc2c(cccc2C(F)(F)F)C1=O. Reaction SMILES: [CH3:1][O:2][C:3]([CH:4]([CH2:5][CH2:6][S:7][CH3:8])[N:9]1[C:10](=[O:22])[c:11]2[cH:12][cH:13][cH:14][c:15]([C:18]([F:19])([F:20])[F:21])[c:16]2[CH2:17]1)=[O:23].[Li+:26].[O:28]1[CH2:29][CH2:30][CH2:31][CH2:32]1.[OH-:25].[OH2:24].[OH2:27]>>[O:2]=[C:3]([CH:4]([CH2:5][CH2:6][S:7][CH3:8])[N:9]1[C:10](=[O:22])[c:11]2[cH:12][cH:13][cH:14][c:15]([C:18]([F:19])([F:20])[F:21])[c:16]2[CH2:17]1)[OH:23]. The reactants are C1(=CC=CC=C1)CCC1=NC=2C=CC=C3C(CCN1C23)O (5,6-dihydro-2-(2-phenylethyl)-4H-imidazo[4,5,1-ij]quinolin-6-ol), COC=1C=CC(=CC1)P2(=S)SP(=S)(S2)C=3C=CC(=CC3)OC (Lawesson reagent). The solvent is C=1(C(=CC=CC1)C)C (xylene). Product: C1(=CC=CC=C1)CCC1=NC=2C=CC=C3C(CCN1C23)S (5,6-dihydro-2-(2-phenylethyl)-4H-imidazo[4,5,1-ij]quinoline-6-thiol). Yield: 30.9%. Reaction SMILES: [C:1]1([CH2:7][CH2:8][C:9]2[N:19]3[C:20]4[C:15]([CH:16](O)[CH2:17][CH2:18]3)=[CH:14][CH:13]=[CH:12][C:11]=4[N:10]=2)[CH:6]=[CH:5][CH:4]=[CH:3][CH:2]=1.COC1C=CC(P2(SP(C3C=CC(OC)=CC=3)(=S)S2)=[S:31])=CC=1>C1(C)C(C)=CC=CC=1>[C:1]1([CH2:7][CH2:8][C:9]2[N:19]3[C:20]4[C:15]([CH:16]([SH:31])[CH2:17][CH2:18]3)=[CH:14][CH:13]=[CH:12][C:11]=4[N:10]=2)[CH:6]=[CH:5][CH:4]=[CH:3][CH:2]=1. Procedure: A portion (5.55 g) of 5,6-dihydro-2-(2-phenylethyl)-4H-imidazo[4,5,1-ij]quinolin-6-ol obtained in Example 4 was suspended in xylene (700 mL); following the addition of a Lawesson reagent (4.04 g), the suspension was heated under reflux for 30 min under an argon atmosphere. After standing to cool, the supernatant was concentrated under vacuum and the residue was purified by silica gel column chromatography (eluent: toluene/ethyl acetate) to yield the titled compound as colorless crystals (0.91 g)... Starting materials: C(C)OC(=O)C1CCC1 (Ethylcyclobutanecarboxylate), C(C)(C)NC(C)C (diisopropylamine), [Li]CCCC (n-BuLi), enolate, CS(=O)(=O)O[C@@H](C)CCI ((S)-4-iodobutan-2-yl methanesulfonate). The solvent is C1CCOC1 (THF), C1CCOC1 (THF). The yield is 35.3%. Conditions: time 30 minute. The product is CS(=O)(=O)O[C@H](CCC1(CCC1)C(=O)OCC)C ((S)-ethyl 1-(3-(methylsulfonyloxy)butyl)cyclobutanecarboxylate). Reported procedure: To a solution of diisopropylamine (9.1 mL, 65 mmol) in 43 mL of THF was added n-BuLi (26 mL, 65 mmol) at 0° C. slowly (5 min). The mixture was stirred at 0˜5° C. for 30 min. After the mixture was cooled to −78° C. (10 min), Ethylcyclobutanecarboxylate (8 mL, 59.6 mmol, 1.1 eq.) was added dropwise and stirred at −78° C. for 30 min. The enolate was added into the solution of (S)-4-iodobutan-2-yl methanesulfonate 96 (15 g, 54 mmol) in 100 mL of THF at −78° C. Cooling bath was removed to allow the r... Reaction SMILES: C(NC(C)C)(C)C.[Li]CCCC.[CH2:13]([O:15][C:16]([CH:18]1[CH2:21][CH2:20][CH2:19]1)=[O:17])[CH3:14].[CH3:22][S:23]([O:26][C@H:27]([CH2:29][CH2:30]I)[CH3:28])(=[O:25])=[O:24]>C1COCC1>[CH3:22][S:23]([O:26][C@@H:27]([CH3:28])[CH2:29][CH2:30][C:18]1([C:16]([O:15][CH2:13][CH3:14])=[O:17])[CH2:21][CH2:20][CH2:19]1)(=[O:25])=[O:24]. Reactants: CC(=O)OCC1C=C(Br)C(=O)C(OC(C)=O)O1, CCOC(C)=O, [Li+], C1CCOC1, [OH-], O, O. Yields the product CC(=O)OCC1C=C(Br)C(=O)C(O)O1. As a reaction SMILES: [C:1](=[O:2])([CH3:3])[O:4][CH:5]1[C:6](=[O:17])[C:7]([Br:16])=[CH:8][CH:9]([CH2:11][O:12][C:13]([CH3:14])=[O:15])[O:10]1.[CH3:21][CH2:22][O:23][C:24](=[O:25])[CH3:26].[Li+:20].[O:28]1[CH2:29][CH2:30][CH2:31][CH2:32]1.[OH-:19].[OH2:18].[OH2:27]>>[OH:4][CH:5]1[C:6](=[O:17])[C:7]([Br:16])=[CH:8][CH:9]([CH2:11][O:12][C:13]([CH3:14])=[O:15])[O:10]1. Starting materials: COc1cc(CC(=O)Oc2c(F)c(F)c(F)c(F)c2F)ccc1NC(=O)Nc1ccccc1C, CCOC(C)=O, COC(=O)c1ccc(OCC(C)N)c([N+](=O)[O-])c1, CN(C)C=O. The product is COC(=O)c1ccc(OCC(C)NC(=O)Cc2ccc(NC(=O)Nc3ccccc3C)c(OC)c2)c([N+](=O)[O-])c1. Reaction SMILES: [CH3:1][O:2][c:3]1[cH:4][c:5]([CH2:20][C:21]([O:23][c:22]2[c:24]([F:25])[c:26]([F:27])[c:28]([F:29])[c:30]([F:31])[c:32]2[F:33])=[O:34])[cH:6][cH:7][c:8]1[NH:9][C:10](=[O:11])[NH:12][c:13]1[c:14]([CH3:19])[cH:15][cH:16][cH:17][cH:18]1.[CH3:58][CH2:59][O:60][C:61]([CH3:62])=[O:63].[N+:35](=[O:36])([O-:37])[c:38]1[cH:39][c:40]([C:41](=[O:42])[O:43][CH3:44])[cH:45][cH:46][c:47]1[O:48][CH2:49][CH:50]([CH3:51])[NH2:52].[O:53]=[CH:54][N:55]([CH3:56])[CH3:57]>>[CH3:1][O:2][c:3]1[cH:4][c:5]([CH2:20][C:21](=[O:23])[NH:52][CH:50]([CH2:49][O:48][c:47]2[c:38]([N+:35](=[O:36])[O-:37])[cH:39][c:40]([C:41](=[O:42])[O:43][CH3:44])[cH:45][cH:46]2)[CH3:51])[cH:6][cH:7][c:8]1[NH:9][C:10](=[O:11])[NH:12][c:13]1[c:14]([CH3:19])[cH:15][cH:16][cH:17][cH:18]1. Reactants: FC(C=1C=C(C=C(C1)C(F)(F)F)C#CCN1CCC(CC1)C(CO)(C)C)(F)F (1-(3,5-bistrifluoromethylphenyl)-3-[4-(1,1-dimethyl-2-hydroxyethyl)piperidino]prop-1-yne), [N+](=O)(O)[O-] (nitric acid). Solvent: CC(=O)C (acetone). Yields the product [N+](=O)(O)[O-].FC(C=1C=C(C=C(C1)C(F)(F)F)C#CCN1CCC(CC1)C(CO)(C)C)(F)F (1-(3,5-bistrifluoromethylphenyl)-3-[4-(1,1-dimethyl-2-hydroxyethyl)piperidino]prop-1-yne nitrate). RXN SMILES: [F:1][C:2]([F:28])([F:27])[C:3]1[CH:4]=[C:5]([C:13]#[C:14][CH2:15][N:16]2[CH2:21][CH2:20][CH:19]([C:22]([CH3:26])([CH3:25])[CH2:23][OH:24])[CH2:18][CH2:17]2)[CH:6]=[C:7]([C:9]([F:12])([F:11])[F:10])[CH:8]=1.[N+:29]([O-:32])([OH:31])=[O:30]>CC(C)=O>[N+:29]([O-:32])([OH:31])=[O:30].[F:11][C:9]([F:10])([F:12])[C:7]1[CH:6]=[C:5]([C:13]#[C:14][CH2:15][N:16]2[CH2:17][CH2:18][CH:19]([C:22]([CH3:25])([CH3:26])[CH2:23][OH:24])[CH2:20][CH2:21]2)[CH:4]=[C:3]([C:2]([F:28])([F:27])[F:1])[CH:8]=1 |f:3.4|. Procedure: A solution of 1-(3,5-bistrifluoromethylphenyl)-3-[4-(1,1-dimethyl-2-hydroxyethyl)piperidino]prop-1-yne (2.0 g) in dry acetone (20 ml) was treated with an aqueous nitric acid solution (0.25M; 19.6 ml) with magnetic stirring. The solvent was evaporated in vacuo, and the residue was dried at 0.3 mm Hg to give 1-(3,5-bistrifluoromethylphenyl)-3-[4-(1,1-dimethyl-2-hydroxyethyl)piperidino]prop-1-yne nitrate (2.28 g) as a brown solid.